From a dataset of the Open Reaction Database (ORD), a public repository of structured organic reaction records. describe an organic reaction: reactants, conditions, products, and yield The reactants are NC(=O)CBr, CC#N, CCOC(C)=O, COC1(c2nc3c(N4CCOCC4)nc(-n4c(C(C)C)nc5ccccc54)nc3n2C)CCCNC1, [I-], [K+], [K+], [Na+], O=C([O-])[O-]. Yields the product COC1(c2nc3c(N4CCOCC4)nc(-n4c(C(C)C)nc5ccccc54)nc3n2C)CCCN(CC(N)=O)C1. RXN SMILES: [Br:37][CH2:38][C:39](=[O:40])[NH2:41].[CH3:50][C:51]#[N:52].[CH3:53][CH2:54][O:55][C:56]([CH3:57])=[O:58].[CH:1]([CH3:2])([CH3:3])[c:4]1[n:5][c:6]2[c:7]([n:8]1-[c:9]1[n:10][c:11]([N:27]3[CH2:28][CH2:29][O:30][CH2:31][CH2:32]3)[c:12]3[n:13][c:14]([C:19]4([O:25][CH3:26])[CH2:20][NH:21][CH2:22][CH2:23][CH2:24]4)[n:15]([CH3:18])[c:16]3[n:17]1)[cH:33][cH:34][cH:35][cH:36]2.[I-:43].[K+:44].[K+:45].[Na+:42].[O-:46][C:47]([O-:48])=[O:49]>>[CH:1]([CH3:2])([CH3:3])[c:4]1[n:5][c:6]2[c:7]([n:8]1-[c:9]1[n:10][c:11]([N:27]3[CH2:28][CH2:29][O:30][CH2:31][CH2:32]3)[c:12]3[n:13][c:14]([C:19]4([O:25][CH3:26])[CH2:20][N:21]([CH2:38][C:39](=[O:40])[NH2:41])[CH2:22][CH2:23][CH2:24]4)[n:15]([CH3:18])[c:16]3[n:17]1)[cH:33][cH:34][cH:35][cH:36]2. Starting materials: CC(=O)OC(C)=O, ClCCl, Cc1ncccc1N, c1ccncc1. The product is CC(=O)Nc1cccnc1C. As a reaction SMILES: [CH3:15][C:16](=[O:17])[O:18][C:19](=[O:20])[CH3:21].[Cl:22][CH2:23][Cl:24].[NH2:1][c:2]1[c:3]([CH3:8])[n:4][cH:5][cH:6][cH:7]1.[cH:9]1[cH:10][cH:11][n:12][cH:13][cH:14]1>>[NH:1]([c:2]1[c:3]([CH3:8])[n:4][cH:5][cH:6][cH:7]1)[C:16]([CH3:15])=[O:17].